Dataset: the Open Reaction Database (ORD), a public repository of structured organic reaction records. Task: describe an organic reaction: reactants, conditions, products, and yield The reactants are C(\C=C\C)(=O)O (crotonic acid), C1(=CC=C(C=C1)S(=O)(=O)O)C (p-toluenesulfonic acid). Product: C1(CCCC1)C(C)OC(C=CC)=O (but-2-enoic acid 1-cyclopentyl-ethyl ester). RXN SMILES: [C:1]([OH:6])(=[O:5])/[CH:2]=[CH:3]/[CH3:4].[C:7]1([CH3:17])[CH:12]=[CH:11][C:10](S(O)(=O)=O)=[CH:9][CH:8]=1>>[CH:10]1([CH:9]([O:5][C:1](=[O:6])[CH:2]=[CH:3][CH3:4])[CH3:8])[CH2:11][CH2:12][CH2:7][CH2:17]1. Procedure details: Cyclopentene reacted with carbon monoxide (CO) and hydrogen (H2) in the presence of a Wilkinson's catalyst to provide cyclopentanecarboxaldehyde, which then reacted with methylmagnesium chloride (MeMgCl) to provide 1-cyclopentylethanol, which further reacted with crotonic acid in the presence of p-toluenesulfonic acid (pTSA) to afford product but-2-enoic acid 1-cyclopentyl-ethyl ester.